This data is from the Open Reaction Database (ORD), a public repository of structured organic reaction records. The task is: describe an organic reaction: reactants, conditions, products, and yield The reactants are [Br-], C1CCOC1, [Mg+]C1CC1, O=Cc1cc(NS(=O)(=O)c2ccc(Cl)cc2Cl)ncc1Sc1ccc(S(=O)(=O)N2CCCCC2)cc1. The product is O=S(=O)(Nc1cc(C(O)C2CC2)c(Sc2ccc(S(=O)(=O)N3CCCCC3)cc2)cn1)c1ccc(Cl)cc1Cl. RXN SMILES: [Br-:1].[CH2:42]1[O:43][CH2:44][CH2:45][CH2:46]1.[CH:2]1([Mg+:5])[CH2:3][CH2:4]1.[Cl:6][c:7]1[c:8]([S:14](=[O:15])(=[O:16])[NH:17][c:18]2[n:19][cH:20][c:21]([S:26][c:27]3[cH:28][cH:29][c:30]([S:33](=[O:34])(=[O:35])[N:36]4[CH2:37][CH2:38][CH2:39][CH2:40][CH2:41]4)[cH:31][cH:32]3)[c:22]([CH:24]=[O:25])[cH:23]2)[cH:9][cH:10][c:11]([Cl:13])[cH:12]1>>[CH:2]1([CH:24]([c:22]2[c:21]([S:26][c:27]3[cH:28][cH:29][c:30]([S:33](=[O:34])(=[O:35])[N:36]4[CH2:37][CH2:38][CH2:39][CH2:40][CH2:41]4)[cH:31][cH:32]3)[cH:20][n:19][c:18]([NH:17][S:14]([c:8]3[c:7]([Cl:6])[cH:12][c:11]([Cl:13])[cH:10][cH:9]3)(=[O:15])=[O:16])[cH:23]2)[OH:25])[CH2:3][CH2:4]1. Reactants: C(C1=CC=CC=C1)(C1=CC=CC=C1)=NN (benzophenone hydrazone), BrC1=CC=C(C=C1)F (1-bromo-4-fluorobenzene). The product is C1(=CC=CC=C1)C(=NNC1=CC=C(C=C1)F)C1=CC=CC=C1 (1-(diphenylmethylene)-2-(4-fluorophenyl)hydrazine). Reaction SMILES: [C:1](=[N:14][NH2:15])([C:8]1[CH:13]=[CH:12][CH:11]=[CH:10][CH:9]=1)[C:2]1[CH:7]=[CH:6][CH:5]=[CH:4][CH:3]=1.Br[C:17]1[CH:22]=[CH:21][C:20]([F:23])=[CH:19][CH:18]=1>>[C:2]1([C:1]([C:8]2[CH:9]=[CH:10][CH:11]=[CH:12][CH:13]=2)=[N:14][NH:15][C:17]2[CH:22]=[CH:21][C:20]([F:23])=[CH:19][CH:18]=2)[CH:7]=[CH:6][CH:5]=[CH:4][CH:3]=1. Procedure: General procedure A was used to convert benzophenone hydrazone (1.962 g, 10.0 mmol; Aldrich) and 1-bromo-4-fluorobenzene (1.75 g, 10.0 mmol; source) to the title compound. MS (DCI/NH3) m/z 291 (M+H)+. Reactants: O=C([O-])[O-], C1COCCO1, Cl, [Cs+], [Cs+], N#Cc1ccc(-c2ccccc2C(O)C(F)(F)F)cn1, CC(C)(C)OC(=O)NC(Cc1ccc(-c2cc(Cl)nc(N)n2)cc1)C(=O)O, O. Product: CC(C)(C)OC(=O)NC(Cc1ccc(-c2cc(OC(c3ccccc3-c3ccc(C#N)nc3)C(F)(F)F)nc(N)n2)cc1)C(=O)O. Reaction SMILES: [C:48](=[O:49])([O-:50])[O-:51].[CH2:56]1[O:57][CH2:58][CH2:59][O:60][CH2:61]1.[ClH:54].[Cs+:52].[Cs+:53].[F:1][C:2]([CH:3]([OH:4])[c:5]1[c:6](-[c:11]2[cH:12][cH:13][c:14]([C:17]#[N:18])[n:15][cH:16]2)[cH:7][cH:8][cH:9][cH:10]1)([F:19])[F:20].[NH2:21][c:22]1[n:23][c:24]([Cl:47])[cH:25][c:26](-[c:28]2[cH:29][cH:30][c:31]([CH2:34][CH:35]([C:36](=[O:37])[OH:38])[NH:39][C:40](=[O:41])[O:42][C:43]([CH3:44])([CH3:45])[CH3:46])[cH:32][cH:33]2)[n:27]1.[OH2:55]>>[F:1][C:2]([CH:3]([O:4][c:24]1[n:23][c:22]([NH2:21])[n:27][c:26](-[c:28]2[cH:29][cH:30][c:31]([CH2:34][CH:35]([C:36](=[O:37])[OH:38])[NH:39][C:40](=[O:41])[O:42][C:43]([CH3:44])([CH3:45])[CH3:46])[cH:32][cH:33]2)[cH:25]1)[c:5]1[c:6](-[c:11]2[cH:12][cH:13][c:14]([C:17]#[N:18])[n:15][cH:16]2)[cH:7][cH:8][cH:9][cH:10]1)([F:19])[F:20].